This data is from the Open Reaction Database (ORD), a public repository of structured organic reaction records. The task is: describe an organic reaction: reactants, conditions, products, and yield Reactants: F[B-](F)(F)F, C1CCNC1, CCOC(C)=O, CCN(C(C)C)C(C)C, Nc1ncc(-c2cnn(CCC(=O)O)c2)cc1-c1nc2ccccc2s1, CN(C)C=O, CN(C)C(On1nnc2ccccc21)=[N+](C)C. Yields the product Nc1ncc(-c2cnn(CCC(=O)N3CCCC3)c2)cc1-c1nc2ccccc2s1. Reaction SMILES: [B-:32]([F:33])([F:34])([F:35])[F:36].[CH2:27]1[CH2:28][CH2:29][NH:30][CH2:31]1.[CH3:68][CH2:69][O:70][C:71]([CH3:72])=[O:73].[CH:54]([N:55]([CH2:56][CH3:57])[CH:58]([CH3:59])[CH3:60])([CH3:61])[CH3:62].[NH2:1][c:2]1[c:3](-[c:18]2[s:19][c:20]3[c:21]([n:22]2)[cH:23][cH:24][cH:25][cH:26]3)[cH:4][c:5](-[c:8]2[cH:9][n:10][n:11]([CH2:13][CH2:14][C:15](=[O:16])[OH:17])[cH:12]2)[cH:6][n:7]1.[O:63]=[CH:64][N:65]([CH3:66])[CH3:67].[n:37]1([O:38][C:39]([N:40]([CH3:41])[CH3:42])=[N+:43]([CH3:44])[CH3:45])[c:46]2[cH:47][cH:48][cH:49][cH:50][c:51]2[n:52][n:53]1>>[NH2:1][c:2]1[c:3](-[c:18]2[s:19][c:20]3[c:21]([n:22]2)[cH:23][cH:24][cH:25][cH:26]3)[cH:4][c:5](-[c:8]2[cH:9][n:10][n:11]([CH2:13][CH2:14][C:15](=[O:16])[N:30]3[CH2:29][CH2:28][CH2:27][CH2:31]3)[cH:12]2)[cH:6][n:7]1.